Dataset: the Open Reaction Database (ORD), a public repository of structured organic reaction records. Task: describe an organic reaction: reactants, conditions, products, and yield The reactants are C=CCCC=C (1,5-hexadiene), RuCl3, bis tosylate, C(C1=CC=CC=C1)N (benzyl amine), ClC(=O)OC(C)Cl (1-chloroethyl chloroformate), C12CNCC(CC1)O2 (8-oxa-3-aza-bicyclo[3.2.1]octane), C(C1=CC=CC=C1)N1CCC(CC1)N1N=CC=2C1=NC(=NC2Cl)Cl (1-(1-benzyl-piperidin-4-yl)-4,6-dichloro-1H-pyrazolo[3,4-d]pyrimidine). Solvent: CO (methanol), CCO (EtOH). Reaction conditions: time 18 hour. Yields the product C(C1=CC=CC=C1)N1CCC(CC1)N1N=CC=2C1=NC(=NC2N2CC1CCC(C2)O1)Cl (1-(1-Benzyl-piperidin-4-yl)-6-chloro-4-(8-oxa-3-aza-bicyclo[3.2.1]oct-3-yl)-1H-pyrazolo[3,4-d]pyrimidine). Reaction SMILES: [CH2:1]([N:8]1[CH2:13][CH2:12][CH:11]([N:14]2[C:18]3=[N:19][C:20]([Cl:24])=[N:21][C:22](Cl)=[C:17]3[CH:16]=[N:15]2)[CH2:10][CH2:9]1)[C:2]1[CH:7]=[CH:6][CH:5]=[CH:4][CH:3]=1.[CH:25]12[O:32][CH:29]([CH2:30][CH2:31]1)[CH2:28][NH:27][CH2:26]2.C=CCCC=C.C(N)C1C=CC=CC=1.ClC(OC(Cl)C)=O>CCO.CO>[CH2:1]([N:8]1[CH2:13][CH2:12][CH:11]([N:14]2[C:18]3=[N:19][C:20]([Cl:24])=[N:21][C:22]([N:27]4[CH2:26][CH:25]5[O:32][CH:29]([CH2:30][CH2:31]5)[CH2:28]4)=[C:17]3[CH:16]=[N:15]2)[CH2:10][CH2:9]1)[C:2]1[CH:7]=[CH:6][CH:5]=[CH:4][CH:3]=1. Reported procedure: To a solution of 1 mmol 1-(1-benzyl-piperidin-4-yl)-4,6-dichloro-1H-pyrazolo[3,4-d]pyrimidine dissolved in EtOH (10 mL) was added 1 mmol 8-oxa-3-aza-bicyclo[3.2.1]octane, (Newth, F. H. and Wiggins, L. F. Journal of the Chemical Society. 1948, pages 155-158) prepared from 1,5-hexadiene by the four-step process of RuCl3-catalyzed NaIO4 oxidation, conversion to the bis tosylate, cyclization with benzyl amine, and deprotection with 1-chloroethyl chloroformate followed by methanol (Scheme 46). The re... Starting materials: NC(C(O)C1=CC(=CC=C1)Cl)CC1=CC=C(C=C1)C(C)(C)C ((1RS,2SR)-2-amino-3-(4-tert-butylphenyl)-1-(3-chlorophenyl)propan-1-ol), C=1(C=CC=C2C1C=CCCC2)C(=O)O (6,7-dihydro-5H-benzo[a]cycloheptene-1-carboxylic acid), Cl.C(C)N=C=NCCCN(C)C (1-ethyl-3-(3-dimethylaminopropyl)carbodiimide hydrochloride), O.ON1N=NC2=C1C=CC=C2 (1-hydroxybenzotriazole hydrate). Solvent: O (water), C(C)#N (acetonitrile). Reaction conditions: time 8 hour. Yields the product C(C)(C)(C)C1=CC=C(CC(C(O)C2=CC(=CC=C2)Cl)NC(=O)C=2C=CC=C3C2C=CCCC3)C=C1 (N-[(1RS,2SR)-1-(4-tert-butylbenzyl)-2-(3-chlorophenyl)-2-hydroxyethyl]-6,7-dihydro-5H-benzo[a][7]annulene-1-carboxamide). As a reaction SMILES: [NH2:1][CH:2]([CH2:12][C:13]1[CH:18]=[CH:17][C:16]([C:19]([CH3:22])([CH3:21])[CH3:20])=[CH:15][CH:14]=1)[CH:3]([C:5]1[CH:10]=[CH:9][CH:8]=[C:7]([Cl:11])[CH:6]=1)[OH:4].[C:23]1([C:34](O)=[O:35])[CH:24]=[CH:25][CH:26]=[C:27]2[CH2:33][CH2:32][CH2:31][CH:30]=[CH:29][C:28]=12.Cl.C(N=C=NCCCN(C)C)C.O.ON1C2C=CC=CC=2N=N1>C(#N)C.O>[C:19]([C:16]1[CH:15]=[CH:14][C:13]([CH2:12][CH:2]([NH:1][C:34]([C:23]2[CH:24]=[CH:25][CH:26]=[C:27]3[CH2:33][CH2:32][CH2:31][CH:30]=[CH:29][C:28]=23)=[O:35])[CH:3]([C:5]2[CH:10]=[CH:9][CH:8]=[C:7]([Cl:11])[CH:6]=2)[OH:4])=[CH:18][CH:17]=1)([CH3:22])([CH3:21])[CH3:20] |f:2.3,4.5|. Procedure details: To a solution of (1RS,2SR)-2-amino-3-(4-tert-butylphenyl)-1-(3-chlorophenyl)propan-1-ol (355 mg, 1.17 mmol) in acetonitrile (20 ml) were added 6,7-dihydro-5H-benzo[a]cycloheptene-1-carboxylic acid (220 mg, 1.17 mmol), 1-ethyl-3-(3-dimethylaminopropyl)carbodiimide hydrochloride (336 mg, 1.76 mmol) and 1-hydroxybenzotriazole hydrate (179 mg, 1.17 mmol), and the mixture was stirred overnight at room temperature. The reaction solution was diluted with water (100 ml) and extracted with ethyl acetate ...